From a dataset of the Open Reaction Database (ORD), a public repository of structured organic reaction records. describe an organic reaction: reactants, conditions, products, and yield The reactants are N1C=CC=2C1=NC=C(C2)OC2=C(C(=O)NS(=O)(=O)C1=CC(=C(C=C1)NCC1CNC1)[N+](=O)[O-])C=CC(=C2)N2CCN(CC2)CC2=C(CC(CC2)(C)C)C2=CC=C(C=C2)Cl (2-(1H-pyrrolo[2,3-b]pyridin-5-yloxy)-N-(4-(azetidin-3-ylmethylamino)-3-nitrophenylsulfonyl)-4-(4-((2-(4-chlorophenyl)-4,4-dimethylcyclohex-1-enyl)methyl)piperazin-1-yl)benzamide), C(C)(=O)O[BH-](OC(C)=O)OC(C)=O.[Na+] (sodium triacetoxyborohydride), FCC(CF)=O (1,3-difluoropropan-2-one). The solvent is ClCCl (dichloromethane). Yields the product ClC1=CC=C(C=C1)C1=C(CCC(C1)(C)C)CN1CCN(CC1)C1=CC(=C(C(=O)NS(=O)(=O)C2=CC(=C(C=C2)NCC2CN(C2)C(CF)CF)[N+](=O)[O-])C=C1)OC=1C=C2C(=NC1)NC=C2 (4-(4-{[2-(4-chlorophenyl)-4,4-dimethylcyclohex-1-en-1-yl]methyl}piperazin-1-yl)-N-({4-[({1-[2-fluoro-1-(fluoromethyl)ethyl]azetidin-3-yl}methyl)amino]-3-nitrophenyl}sulfonyl)-2-(1H-pyrrolo[2,3-b]pyridin-5-yloxy)benzamide). RXN SMILES: [NH:1]1[C:5]2=[N:6][CH:7]=[C:8]([O:10][C:11]3[CH:37]=[C:36]([N:38]4[CH2:43][CH2:42][N:41]([CH2:44][C:45]5[CH2:50][CH2:49][C:48]([CH3:52])([CH3:51])[CH2:47][C:46]=5[C:53]5[CH:58]=[CH:57][C:56]([Cl:59])=[CH:55][CH:54]=5)[CH2:40][CH2:39]4)[CH:35]=[CH:34][C:12]=3[C:13]([NH:15][S:16]([C:19]3[CH:24]=[CH:23][C:22]([NH:25][CH2:26][CH:27]4[CH2:30][NH:29][CH2:28]4)=[C:21]([N+:31]([O-:33])=[O:32])[CH:20]=3)(=[O:18])=[O:17])=[O:14])[CH:9]=[C:4]2[CH:3]=[CH:2]1.C(O[BH-](OC(=O)C)OC(=O)C)(=O)C.[Na+].[F:74][CH2:75][C:76](=O)[CH2:77][F:78]>ClCCl>[Cl:59][C:56]1[CH:55]=[CH:54][C:53]([C:46]2[CH2:47][C:48]([CH3:52])([CH3:51])[CH2:49][CH2:50][C:45]=2[CH2:44][N:41]2[CH2:42][CH2:43][N:38]([C:36]3[CH:35]=[CH:34][C:12]([C:13]([NH:15][S:16]([C:19]4[CH:24]=[CH:23][C:22]([NH:25][CH2:26][CH:27]5[CH2:30][N:29]([CH:76]([CH2:77][F:78])[CH2:75][F:74])[CH2:28]5)=[C:21]([N+:31]([O-:33])=[O:32])[CH:20]=4)(=[O:18])=[O:17])=[O:14])=[C:11]([O:10][C:8]4[CH:9]=[C:4]5[CH:3]=[CH:2][NH:1][C:5]5=[N:6][CH:7]=4)[CH:37]=3)[CH2:39][CH2:40]2)=[CH:58][CH:57]=1 |f:1.2|. Procedure details: A solution of EXAMPLE 161B (0.118 g), sodium triacetoxyborohydride (0.035 g) and 1,3-difluoropropan-2-one (0.012 g) were stirred together in dichloromethane (1 mL) overnight. The reaction was quenched with saturated aqueous NaHCO3 solution (10 mL) and extracted into dichloromethane (30 mL). The organic layer was dried and concentrated. Silica gel chromatography (Reveleris 12 g) eluting with a gradient of 0.5% to 3.5% methanol/dichloromethane over 30 minutes (Flow=36 ml/min) gave the title compou... Reactants: Cl.C(N)(OCC(C1=CC(=CC=C1)C(F)(F)F)N)=O (2-Amino-2-[3-(trifluoromethyl)phenyl]ethyl carbamate hydrochloride), C=1C=CC2=C(C1)N=NN2O (HOBt), C(C)(C)N(C(C)C)CC (N,N-diisopropylethylamine), ClC1=CC=C(C=C1)C1=NN(C(N1\C=C\C(F)(F)F)=O)CC(=O)O ({3-(4-Chlorophenyl)-5-oxo-4-[(1E)-3,3,3-trifluoroprop-1-en-1-yl]-4,5-dihydro-1H-1,2,4-triazol-1-yl}acetic acid), C(CCl)Cl (EDC), Cl (hydrochloric acid). Solvent: CN(C)C=O (DMF). Run at time 30 minute. Product: C(N)(OCC(C1=CC(=CC=C1)C(F)(F)F)NC(CN1N=C(N(C1=O)\C=C\C(F)(F)F)C1=CC=C(C=C1)Cl)=O)=O (2-[({3-(4-Chlorophenyl)-5-oxo-4-[(1E)-3,3,3-trifluoroprop-1-en-1-yl]-4,5-dihydro-1H-1,2,4-triazol-1-yl}acetyl)amino]-2-[3-(trifluoromethyl)phenyl]ethyl carbamate). RXN SMILES: [Cl:1][C:2]1[CH:7]=[CH:6][C:5]([C:8]2[N:12](/[CH:13]=[CH:14]/[C:15]([F:18])([F:17])[F:16])[C:11](=[O:19])[N:10]([CH2:20][C:21](O)=[O:22])[N:9]=2)=[CH:4][CH:3]=1.Cl.[C:25](=[O:41])([O:27][CH2:28][CH:29]([NH2:40])[C:30]1[CH:35]=[CH:34][CH:33]=[C:32]([C:36]([F:39])([F:38])[F:37])[CH:31]=1)[NH2:26].C(Cl)CCl.C1C=CC2N(O)N=NC=2C=1.C(N(CC)C(C)C)(C)C.Cl>CN(C=O)C>[C:25](=[O:41])([O:27][CH2:28][CH:29]([NH:40][C:21](=[O:22])[CH2:20][N:10]1[C:11](=[O:19])[N:12](/[CH:13]=[CH:14]/[C:15]([F:18])([F:17])[F:16])[C:8]([C:5]2[CH:4]=[CH:3][C:2]([Cl:1])=[CH:7][CH:6]=2)=[N:9]1)[C:30]1[CH:35]=[CH:34][CH:33]=[C:32]([C:36]([F:39])([F:37])[F:38])[CH:31]=1)[NH2:26] |f:1.2|. Procedure: Of the compound from Example 77A, 100 mg (0.29 mmol) were introduced in 3 ml of DMF and admixed with 98.3 mg (0.35 mmol) of the compound from Example 60A, 66.1 mg (0.35 mmol) of EDC, 49 mg (0.35 mmol) of HOBt and 75 μl (0.43 mmol) of N,N-diisopropylethylamine. The mixture was stirred at RT for 30 min and then admixed with 1 ml of 1N hydrochloric acid and purified by preparative HPLC (Method 10). This gave 140 mg (84% of theory) of the title compound. Reactants: CCOC(=O)C(C(=O)OCC)C(=O)c1cc(F)c(F)cc1Br, O, Cc1ccc(S(=O)(=O)O)cc1. The product is CCOC(=O)CC(=O)c1cc(F)c(F)cc1Br. Reaction SMILES: [Br:1][c:2]1[c:3]([C:4](=[O:5])[CH:6]([C:7](=[O:8])[O:9][CH2:10][CH3:11])[C:12]([O:13][CH2:14][CH3:15])=[O:16])[cH:17][c:18]([F:22])[c:19]([F:21])[cH:20]1.[OH2:34].[c:23]1([CH3:24])[cH:25][cH:26][c:27]([S:28]([OH:29])(=[O:30])=[O:31])[cH:32][cH:33]1>>[Br:1][c:2]1[c:3]([C:4](=[O:5])[CH2:6][C:7](=[O:8])[O:9][CH2:10][CH3:11])[cH:17][c:18]([F:22])[c:19]([F:21])[cH:20]1. Reactants: Cc1ccc(Cl)nn1, Cc1nc(C#Cc2cccc(Cl)c2)c[nH]1. Yields the product Cc1ccc(-n2cc(C#Cc3cccc(Cl)c3)nc2C)nn1. RXN SMILES: [Cl:16][c:17]1[n:18][n:19][c:20]([CH3:23])[cH:21][cH:22]1.[Cl:1][c:2]1[cH:3][c:4]([C:8]#[C:9][c:10]2[n:11][c:12]([CH3:15])[nH:13][cH:14]2)[cH:5][cH:6][cH:7]1>>[Cl:1][c:2]1[cH:3][c:4]([C:8]#[C:9][c:10]2[n:11][c:12]([CH3:15])[n:13](-[c:17]3[n:18][n:19][c:20]([CH3:23])[cH:21][cH:22]3)[cH:14]2)[cH:5][cH:6][cH:7]1. The reactants are CC1=NC(=C(C(=C1C)NCCOCCCC=1C=NC=CC1)[N+](=O)[O-])OC1=CC=CC=C1 (2,3-dimethyl-5-nitro-6-phenoxy-N-[2-(3-pyridin-3-ylpropoxy)ethyl]pyridin-4-amine), [H][H] (hydrogen). The reagents and catalysts are [Pt] (platinum on carbon). Run in C1(=CC=CC=C1)C (toluene). The product is CC=1C(=C(C(=NC1C)OC1=CC=CC=C1)N)NCCOCCCC=1C=NC=CC1 (5,6-dimethyl-2-phenoxy-N4-[2-(3-pyridin-3-ylpropoxy)ethyl]pyridine-3,4-diamine). As a reaction SMILES: [CH3:1][C:2]1[C:7]([CH3:8])=[C:6]([NH:9][CH2:10][CH2:11][O:12][CH2:13][CH2:14][CH2:15][C:16]2[CH:17]=[N:18][CH:19]=[CH:20][CH:21]=2)[C:5]([N+:22]([O-])=O)=[C:4]([O:25][C:26]2[CH:31]=[CH:30][CH:29]=[CH:28][CH:27]=2)[N:3]=1.[H][H]>C1(C)C=CC=CC=1.[Pt]>[CH3:8][C:7]1[C:6]([NH:9][CH2:10][CH2:11][O:12][CH2:13][CH2:14][CH2:15][C:16]2[CH:17]=[N:18][CH:19]=[CH:20][CH:21]=2)=[C:5]([NH2:22])[C:4]([O:25][C:26]2[CH:27]=[CH:28][CH:29]=[CH:30][CH:31]=2)=[N:3][C:2]=1[CH3:1]. Reported procedure: Under a nitrogen atmosphere, a solution of 2,3-dimethyl-5-nitro-6-phenoxy-N-[2-(3-pyridin-3-ylpropoxy)ethyl]pyridin-4-amine (27.1 g) in toluene (300 ml) was added to a Parr hydrogenation flask containing 5% platinum on carbon (10 g). After 4 hours at a hydrogen pressure of 207 kPa, the reaction was judged complete by HPLC and TLC analysis. The molecular weight and structure of the product were confirmed by LC/MS and NMR analysis, respectively. The reaction mixture was filtered through filter pap... Yields the product C=CCN(C)CCCCCCOc1ccc2c(c1)OCC=C2c1ccc(Br)cc1. Reactants: C=CCN(C)CCCCCCOc1ccc(C(O)(C=C)c2ccc(Br)cc2)c(O)c1, Cc1ccccc1C, O. As a reaction SMILES: [CH2:1]([CH:2]=[CH2:3])[N:4]([CH2:5][CH2:6][CH2:7][CH2:8][CH2:9][CH2:10][O:11][c:12]1[cH:13][cH:14][c:15]([C:19]([CH:20]=[CH2:21])([OH:22])[c:23]2[cH:24][cH:25][c:26]([Br:29])[cH:27][cH:28]2)[c:16]([OH:18])[cH:17]1)[CH3:30].[CH3:32][c:33]1[c:34]([CH3:35])[cH:36][cH:37][cH:38][cH:39]1.[OH2:31]>>[CH2:1]([CH:2]=[CH2:3])[N:4]([CH2:5][CH2:6][CH2:7][CH2:8][CH2:9][CH2:10][O:11][c:12]1[cH:13][cH:14][c:15]2[c:16]([cH:17]1)[O:18][CH2:21][CH:20]=[C:19]2[c:23]1[cH:24][cH:25][c:26]([Br:29])[cH:27][cH:28]1)[CH3:30]. Starting materials: Cc1cccnc1CNC1CCN(C(=O)OC(C)(C)C)CC1, Cc1cccnc1C=O, ClCCl. Yields the product Cc1cccnc1CN(Cc1ncccc1C)C1CCN(C(=O)OC(C)(C)C)CC1. As a reaction SMILES: [C:1]([CH3:2])([CH3:3])([CH3:4])[O:5][C:6](=[O:7])[N:8]1[CH2:9][CH2:10][CH:11]([NH:14][CH2:15][c:16]2[n:17][cH:18][cH:19][cH:20][c:21]2[CH3:22])[CH2:12][CH2:13]1.[CH3:23][c:24]1[c:25]([CH:30]=[O:31])[n:26][cH:27][cH:28][cH:29]1.[Cl:32][CH2:33][Cl:34]>>[C:1]([CH3:2])([CH3:3])([CH3:4])[O:5][C:6](=[O:7])[N:8]1[CH2:9][CH2:10][CH:11]([N:14]([CH2:15][c:16]2[n:17][cH:18][cH:19][cH:20][c:21]2[CH3:22])[CH2:30][c:25]2[c:24]([CH3:23])[cH:29][cH:28][cH:27][n:26]2)[CH2:12][CH2:13]1. The reactants are NC1=C(C(=O)O)C=CC=C1 (2-aminobenzoic acid), FC1=C(C=CC=C1)C(CC)=O (1-(2-fluorophenyl)propan-1-one), P(=O)(Cl)(Cl)Cl (phosphorous oxychloride). The product is ClC1=C(C(=NC2=CC=CC=C12)C1=C(C=CC=C1)F)C (4-chloro-2-(2-fluorophenyl)-3-methylquinoline). Reaction SMILES: [NH2:1][C:2]1[CH:10]=[CH:9][CH:8]=[CH:7][C:3]=1[C:4](O)=O.[F:11][C:12]1[CH:17]=[CH:16][CH:15]=[CH:14][C:13]=1[C:18](=O)[CH2:19][CH3:20].P(Cl)(Cl)([Cl:24])=O>>[Cl:24][C:4]1[C:3]2[C:2](=[CH:10][CH:9]=[CH:8][CH:7]=2)[N:1]=[C:18]([C:13]2[CH:14]=[CH:15][CH:16]=[CH:17][C:12]=2[F:11])[C:19]=1[CH3:20]. Reported procedure: Prepared according to Procedure J using 2-aminobenzoic acid (1.5 equiv.) and 1-(2-fluorophenyl)propan-1-one (1 equiv.) in phosphorous oxychloride to afford 4-chloro-2-(2-fluorophenyl)-3-methylquinoline upon purification by chromatography on silica gel. Mass Spectrum (ESI) m/e=272.0 (M+1).